Task: describe an organic reaction: reactants, conditions, products, and yield. Dataset: the Open Reaction Database (ORD), a public repository of structured organic reaction records Reactants: COC(=O)c1cc(N)nc(-c2ccc(Cl)c(OC)c2F)n1, CC#N, CCOC(C)=O, O=N[O-], [Na+], O=S(=O)(O)O. Yields the product COC(=O)c1cc(O)nc(-c2ccc(Cl)c(OC)c2F)n1. Reaction SMILES: [CH3:1][O:2][C:3](=[O:4])[c:5]1[n:6][c:7](-[c:12]2[c:13]([F:21])[c:14]([O:19][CH3:20])[c:15]([Cl:18])[cH:16][cH:17]2)[n:8][c:9]([NH2:11])[cH:10]1.[CH3:22][C:23]#[N:24].[CH3:34][CH2:35][O:36][C:37](=[O:38])[CH3:39].[N:25](=[O:26])[O-:27].[Na+:28].[S:29](=[O:30])(=[O:31])([OH:32])[OH:33]>>[CH3:1][O:2][C:3](=[O:4])[c:5]1[n:6][c:7](-[c:12]2[c:13]([F:21])[c:14]([O:19][CH3:20])[c:15]([Cl:18])[cH:16][cH:17]2)[n:8][c:9]([OH:26])[cH:10]1. The reactants are [Li]CCCC, COCOc1cc(OC)c(OCOC)c(CCCCCc2c(OC)c(OCOC)cc(OC)c2OCOC)c1OC, CN(C)CCN(C)C, CSC, CN(C)P(=O)(N(C)C)N(C)C, C1CCOC1. Product: COCOc1cc(OC)c(OCOC)c(CCCCCc2c(OCOC)c(OC)c(SC)c(OCOC)c2OC)c1OC. As a reaction SMILES: [CH2:50]([Li:51])[CH2:52][CH2:53][CH3:54].[CH3:1][O:2][c:3]1[c:4]([CH2:19][CH2:20][CH2:21][CH2:22][CH2:23][c:24]2[c:25]([O:40][CH3:41])[c:26]([O:36][CH2:37][O:38][CH3:39])[cH:27][c:28]([O:34][CH3:35])[c:29]2[O:30][CH2:31][O:32][CH3:33])[c:5]([O:15][CH2:16][O:17][CH3:18])[c:6]([O:13][CH3:14])[cH:7][c:8]1[O:9][CH2:10][O:11][CH3:12].[CH3:42][N:43]([CH2:44][CH2:45][N:46]([CH3:47])[CH3:48])[CH3:49].[CH3:55][S:56][CH3:57].[CH3:63][N:64]([CH3:65])[P:66](=[O:67])([N:68]([CH3:69])[CH3:70])[N:71]([CH3:72])[CH3:73].[O:58]1[CH2:59][CH2:60][CH2:61][CH2:62]1>>[CH3:1][O:2][c:3]1[c:4]([CH2:19][CH2:20][CH2:21][CH2:22][CH2:23][c:24]2[c:25]([O:40][CH3:41])[c:26]([O:36][CH2:37][O:38][CH3:39])[cH:27][c:28]([O:34][CH3:35])[c:29]2[O:30][CH2:31][O:32][CH3:33])[c:5]([O:15][CH2:16][O:17][CH3:18])[c:6]([O:13][CH3:14])[c:7]([S:56][CH3:55])[c:8]1[O:9][CH2:10][O:11][CH3:12]. Reactants: ClCCl, COc1ccc(C(=O)Nc2ccccc2NC(=O)C2CCNCC2)cc1, O=S(=O)(Cl)c1ccccc1, c1ccncc1. Reaction SMILES: [CH2:43]([Cl:44])[Cl:45].[CH3:1][O:2][c:3]1[cH:4][cH:5][c:6]([C:7](=[O:8])[NH:9][c:10]2[c:11]([NH:16][C:17](=[O:18])[CH:19]3[CH2:20][CH2:21][NH:22][CH2:23][CH2:24]3)[cH:12][cH:13][cH:14][cH:15]2)[cH:25][cH:26]1.[c:33]1([S:39](=[O:40])(=[O:41])[Cl:42])[cH:34][cH:35][cH:36][cH:37][cH:38]1.[cH:27]1[cH:28][cH:29][n:30][cH:31][cH:32]1>>[CH3:1][O:2][c:3]1[cH:4][cH:5][c:6]([C:7](=[O:8])[NH:9][c:10]2[c:11]([NH:16][C:17](=[O:18])[CH:19]3[CH2:20][CH2:21][N:22]([S:39]([c:33]4[cH:34][cH:35][cH:36][cH:37][cH:38]4)(=[O:40])=[O:41])[CH2:23][CH2:24]3)[cH:12][cH:13][cH:14][cH:15]2)[cH:25][cH:26]1. Yields the product COc1ccc(C(=O)Nc2ccccc2NC(=O)C2CCN(S(=O)(=O)c3ccccc3)CC2)cc1. The reactants are CCOC=C(C(=O)OCC)C(=O)OCC (ethyl ethoxymethylene malonate), COC=1C=C(N)C=CC1 (3-methoxy-aniline), C1(=CC=CC=C1)OC1=CC=CC=C1 (phenyl oxide). Yields the product COC1=CC=C2C(=C(C=NC2=C1)C(=O)OCC)O (ethyl 7-methoxy-4-hydroxy-3-quinoline-carboxylate). RXN SMILES: CCO[CH:4]=[C:5]([C:11]([O:13]CC)=O)[C:6]([O:8][CH2:9][CH3:10])=[O:7].[CH3:16][O:17][C:18]1[CH:19]=[C:20]([CH:22]=[CH:23][CH:24]=1)[NH2:21].C1(OC2C=CC=CC=2)C=CC=CC=1>>[CH3:16][O:17][C:18]1[CH:19]=[C:20]2[C:22]([C:11]([OH:13])=[C:5]([C:6]([O:8][CH2:9][CH3:10])=[O:7])[CH:4]=[N:21]2)=[CH:23][CH:24]=1. Reported procedure: Using the procedure of Example 2, ethyl ethoxymethylene malonate and 3-methoxy-aniline were reacted and treated with phenyl oxide to obtain ethyl 7-methoxy-4-hydroxy-3-quinoline-carboxylate melting at >260° C.